The task is: describe an organic reaction: reactants, conditions, products, and yield. This data is from the Open Reaction Database (ORD), a public repository of structured organic reaction records. Procedure details: A solution of 16.5 g of 3-bromopropanamine hydrobromide and 6.0 ml (5.9 g) of pyridine in 75 ml of ethanol was heated under reflux for 18 hours. The cooled reaction was filtered and the solid was washed with ethanol to give 17.0 g (76%) of 1-(3-aminopropyl)pyridinium bromide hydrobromide as colorless crystals, mp 178°-179°. The analytical sample was obtained by recrystallization from methanol and had mp. 176°-179° C. The yield is 76.5%. The product is Br.[Br-].NCCC[N+]1=CC=CC=C1 (1-(3-aminopropyl)pyridinium bromide hydrobromide). Starting materials: Br.BrCCCN (3-bromopropanamine hydrobromide), N1=CC=CC=C1 (pyridine). RXN SMILES: [BrH:1].[Br:2][CH2:3][CH2:4][CH2:5][NH2:6].[N:7]1[CH:12]=[CH:11][CH:10]=[CH:9][CH:8]=1>C(O)C>[BrH:2].[Br-:1].[NH2:6][CH2:5][CH2:4][CH2:3][N+:7]1[CH:12]=[CH:11][CH:10]=[CH:9][CH:8]=1 |f:0.1,4.5.6|. The solvent is C(C)O (ethanol). Reactants: C(C1=CC=CC=C1)O[C@H]1[C@@H](O[C@@H](C[C@@H]1OCC1=CC=CC=C1)COCC1=CC=CC=C1)N1C2=CC(=C(C=C2C=2C3=C(C4=C(C12)NC=1C=C(C(=CC14)F)F)C(NC3=O)=O)F)F (12-[4-deoxy-2,3,6-tri-O-benzyl-β-D-glucopyranosyl]-2,3,9,10-tetrafluoro-12,13-dihydro-5H-indolo[2,3-a]pyrrolo[3,4-c]carbazole-5,7(6H)-dione), II (I2). Run in C(C)(=O)OCC (ethyl acetate), C(C)(=O)OC(C)=O (acetic anhydride). Reaction conditions: time 16 hour. Yields the product C(C1=CC=CC=C1)O[C@H]1[C@@H](O[C@@H](C[C@@H]1OCC1=CC=CC=C1)CO)N1C2=CC(=C(C=C2C=2C3=C(C4=C(C12)NC=1C=C(C(=CC14)F)F)C(NC3=O)=O)F)F (12-[4-deoxy-2,3,-di-O-benzyl-β-D-glucopyranosyl]-2,3,9,10-tetrafluoro-12,13-dihydro-5H-indolo[2,3-a]pyrrolo[3,4-c]carbazole-5,7(6H)-dione). Isolated yield 40.7%. RXN SMILES: [CH2:1]([O:8][C@@H:9]1[C@@H:14]([O:15][CH2:16][C:17]2[CH:22]=[CH:21][CH:20]=[CH:19][CH:18]=2)[CH2:13][C@@H:12]([CH2:23][O:24]CC2C=CC=CC=2)[O:11][C@H:10]1[N:32]1[C:44]2[C:43]3[NH:45][C:46]4[CH:47]=[C:48]([F:53])[C:49]([F:52])=[CH:50][C:51]=4[C:42]=3[C:41]3[C:54](=[O:58])[NH:55][C:56](=[O:57])[C:40]=3[C:39]=2[C:38]2[C:33]1=[CH:34][C:35]([F:60])=[C:36]([F:59])[CH:37]=2)[C:2]1[CH:7]=[CH:6][CH:5]=[CH:4][CH:3]=1.II>C(OC(=O)C)(=O)C.C(OCC)(=O)C>[CH2:1]([O:8][C@@H:9]1[C@@H:14]([O:15][CH2:16][C:17]2[CH:22]=[CH:21][CH:20]=[CH:19][CH:18]=2)[CH2:13][C@@H:12]([CH2:23][OH:24])[O:11][C@H:10]1[N:32]1[C:44]2[C:43]3[NH:45][C:46]4[CH:47]=[C:48]([F:53])[C:49]([F:52])=[CH:50][C:51]=4[C:42]=3[C:41]3[C:54](=[O:58])[NH:55][C:56](=[O:57])[C:40]=3[C:39]=2[C:38]2[C:33]1=[CH:34][C:35]([F:60])=[C:36]([F:59])[CH:37]=2)[C:2]1[CH:3]=[CH:4][CH:5]=[CH:6][CH:7]=1. Procedure: To a solution of 12-[4-deoxy-2,3,6-tri-O-benzyl-β-D-glucopyranosyl]-2,3,9,10-tetrafluoro-12,13-dihydro-5H-indolo[2,3-a]pyrrolo[3,4-c]carbazole-5,7(6H)-dione (6.49 g, 7.97 mmol) in 90 mL of acetic anhydride was added solid I2 (0.406 g, 1.6 mmol) and the mixture was stirred at room temperature for 16 h. The resulting mixture was diluted with ethyl acetate, washed (30% aq. Na2S2O3, saturated aq. NaHCO3, H2O, brine) dried (MgSO4) and evaporated. The residue was taken up in methanol (150 mL), 15 mL o... Starting materials: FC(S(=O)(=O)OS(=O)(=O)C(F)(F)F)(F)F (trifluoromethanesulfonic acid anhydride), Example 27 ( b ), FC(S(=O)(=O)OCC1CCOCC1)(F)F (tetrahydropyran-4-ylmethyl trifluoromethanesulfonate), Example 27 ( a ), O1CCC(CC1)CO (tetrahydropyran-4-yl-methanol), C(C1=CC=CC=C1)(C1=CC=CC=C1)(C1=CC=CC=C1)NC=1SC=C(N1)/C(/C(=O)NC1[C@@H]2N(C(=C(CS2)C(C)=O)C(=S)OC(C2=CC=CC=C2)C2=CC=CC=C2)C1=O)=N/OC(C1=CC=CC=C1)(C1=CC=CC=C1)C1=CC=CC=C1 (diphenylmethyl 7-[(Z)-2-(2-tritylaminothiazol-4 -yl) -2 -trityloxyiminoacetamido]-3-acetylthio-3-cephem-4-carboxylate), N1CCOCC1 (morpholine). The solvent is N1=CC=CC=C1 (pyridine), C(C)N(CC)CC (triethylamine). The product is FC(S(=O)(=O)OCC1CCOCC1)(F)F (Tetrahydropyran-4-ylmethyl trifluoromethanesulfonate), C(C1=CC=CC=C1)(C1=CC=CC=C1)(C1=CC=CC=C1)NC=1SC=C(N1)/C(/C(=O)NC1[C@@H]2N(C(=C(CS2)CC2CCOCC2)C(=S)OC(C2=CC=CC=C2)C2=CC=CC=C2)C1=O)=N/OC(C1=CC=CC=C1)(C1=CC=CC=C1)C1=CC=CC=C1 (Diphenylmethyl 7-[(Z)-2-(2-tritylaminothiazol-4-yl)-2-trityloxyiminoacetamido]-3-(tetrahydropyran-4-yl)methylthio-3-cephem-4-carboxylate). Isolated yield 98.0%. As a reaction SMILES: [O:1]1[CH2:6][CH2:5][CH:4]([CH2:7]O)[CH2:3][CH2:2]1.FC(F)(F)S(OS(C(F)(F)F)(=O)=O)(=O)=O.[C:24]([NH:43][C:44]1[S:45][CH:46]=[C:47](/[C:49](=[N:81]/[O:82][C:83]([C:96]2[CH:101]=[CH:100][CH:99]=[CH:98][CH:97]=2)([C:90]2[CH:95]=[CH:94][CH:93]=[CH:92][CH:91]=2)[C:84]2[CH:89]=[CH:88][CH:87]=[CH:86][CH:85]=2)/[C:50]([NH:52][CH:53]2[C:79](=[O:80])[N:55]3[C:56]([C:63]([O:65][CH:66]([C:73]4[CH:78]=[CH:77][CH:76]=[CH:75][CH:74]=4)[C:67]4[CH:72]=[CH:71][CH:70]=[CH:69][CH:68]=4)=[S:64])=[C:57](C(=O)C)[CH2:58][S:59][C@H:54]23)=[O:51])[N:48]=1)([C:37]1[CH:42]=[CH:41][CH:40]=[CH:39][CH:38]=1)([C:31]1[CH:36]=[CH:35][CH:34]=[CH:33][CH:32]=1)[C:25]1[CH:30]=[CH:29][CH:28]=[CH:27][CH:26]=1.N1CCOCC1.[F:108][C:109]([F:122])([F:121])[S:110]([O:113][CH2:114][CH:115]1[CH2:120][CH2:119][O:118][CH2:117][CH2:116]1)(=[O:112])=[O:111]>C(N(CC)CC)C.N1C=CC=CC=1>[F:121][C:109]([F:108])([F:122])[S:110]([O:113][CH2:114][CH:115]1[CH2:116][CH2:117][O:118][CH2:119][CH2:120]1)(=[O:111])=[O:112].[C:24]([NH:43][C:44]1[S:45][CH:46]=[C:47](/[C:49](=[N:81]/[O:82][C:83]([C:84]2[CH:89]=[CH:88][CH:87]=[CH:86][CH:85]=2)([C:96]2[CH:97]=[CH:98][CH:99]=[CH:100][CH:101]=2)[C:90]2[CH:91]=[CH:92][CH:93]=[CH:94][CH:95]=2)/[C:50]([NH:52][CH:53]2[C:79](=[O:80])[N:55]3[C:56]([C:63]([O:65][CH:66]([C:67]4[CH:68]=[CH:69][CH:70]=[CH:71][CH:72]=4)[C:73]4[CH:78]=[CH:77][CH:76]=[CH:75][CH:74]=4)=[S:64])=[C:57]([CH2:7][CH:4]4[CH2:3][CH2:2][O:1][CH2:6][CH2:5]4)[CH2:58][S:59][C@H:54]23)=[O:51])[N:48]=1)([C:25]1[CH:26]=[CH:27][CH:28]=[CH:29][CH:30]=1)([C:37]1[CH:38]=[CH:39][CH:40]=[CH:41][CH:42]=1)[C:31]1[CH:36]=[CH:35][CH:34]=[CH:33][CH:32]=1. Procedure details: Tetrahydropyran-4-ylmethyl trifluoromethanesulfonate was prepared in the same manner as in Example 27 (a) from tetrahydropyran-4-yl-methanol (223 mg), pyridine (0.17 ml) and trifluoromethanesulfonic acid anhydride (596 mg). On the other hand, diphenylmethyl 7-[(Z)-2-(2-tritylaminothiazol-4 -yl) -2 -trityloxyiminoacetamido]-3-acetylthio-3-cephem-4-carboxylate (700 mg) was reacted with morpholine and triethylamine in the same manner as in Example 27(b), followed by reacting the resulting reaction ... The reactants are CSc1ccc(Oc2ccc(C#N)cc2)cc1, CC(=O)O, OO. The product is CS(=O)c1ccc(Oc2ccc(C#N)cc2)cc1. As a reaction SMILES: [CH3:1][S:2][c:3]1[cH:4][cH:5][c:6]([O:7][c:8]2[cH:9][cH:10][c:11]([C:12]#[N:13])[cH:14][cH:15]2)[cH:16][cH:17]1.[CH3:20][C:21](=[O:22])[OH:23].[OH:18][OH:19]>>[CH3:1][S:2]([c:3]1[cH:4][cH:5][c:6]([O:7][c:8]2[cH:9][cH:10][c:11]([C:12]#[N:13])[cH:14][cH:15]2)[cH:16][cH:17]1)=[O:18]. Starting materials: O1C(OCC1)C=1C=C(C=CC1)C1=NNC(=N1)C1=CC(=C(C=C1)OC)F (3-(3-[1,3]dioxolan-2-yl-phenyl)-5-(3-fluoro-4-methoxy-phenyl)-1H-[1,2,4]triazole), CI (methyl iodide). RXN SMILES: [O:1]1CCO[CH:2]1[C:6]1[CH:7]=[C:8]([C:12]2[N:16]=[C:15]([C:17]3[CH:22]=[CH:21][C:20]([O:23][CH3:24])=[C:19]([F:25])[CH:18]=3)[NH:14][N:13]=2)[CH:9]=[CH:10][CH:11]=1.[CH3:26]I>>[F:25][C:19]1[CH:18]=[C:17]([C:15]2[N:16]=[C:12]([C:8]3[CH:7]=[C:6]([CH:11]=[CH:10][CH:9]=3)[CH:2]=[O:1])[N:13]([CH3:26])[N:14]=2)[CH:22]=[CH:21][C:20]=1[O:23][CH3:24]. Reported procedure: Using 3-(3-[1,3]dioxolan-2-yl-phenyl)-5-(3-fluoro-4-methoxy-phenyl)-1H-[1,2,4]triazole (mixture of tautomers) and methyl iodide the title compound was obtained as an orange solid (34% yield), MS: m/e=311.1 (M+). The product is FC=1C=C(C=CC1OC)C=1N=C(N(N1)C)C=1C=C(C=O)C=CC1 (3-[5-(3-Fluoro-4-methoxy-phenyl)-2-methyl-2H-[1,2,4]triazol-3-yl]-benzaldehyde).